This data is from the Open Reaction Database (ORD), a public repository of structured organic reaction records. The task is: describe an organic reaction: reactants, conditions, products, and yield Reactants: [Ag+], CC(=O)OC1CSC(Br)C(OC(C)=O)C1OC(C)=O, ClCCl, CCO, [Cl-], [Cl-], N#Cc1ccc(O)cc1, [Zn+2], O=C([O-])c1ncc[nH]1. Yields the product CC(=O)OC1CSC(Oc2ccc(C#N)cc2)C(OC(C)=O)C1OC(C)=O. RXN SMILES: [Ag+:46].[C:1]([CH3:2])(=[O:3])[O:4][CH:5]1[CH:6]([Br:19])[S:7][CH2:8][CH:9]([O:15][C:16]([CH3:17])=[O:18])[CH:10]1[O:11][C:12]([CH3:13])=[O:14].[CH2:32]([Cl:33])[Cl:34].[CH3:29][CH2:30][OH:31].[Cl-:35].[Cl-:37].[OH:20][c:21]1[cH:22][cH:23][c:24]([C:27]#[N:28])[cH:25][cH:26]1.[Zn+2:36].[nH:38]1[cH:39][cH:40][n:41][c:42]1[C:43]([O-:44])=[O:45]>>[C:1]([CH3:2])(=[O:3])[O:4][CH:5]1[CH:6]([O:20][c:21]2[cH:22][cH:23][c:24]([C:27]#[N:28])[cH:25][cH:26]2)[S:7][CH2:8][CH:9]([O:15][C:16]([CH3:17])=[O:18])[CH:10]1[O:11][C:12]([CH3:13])=[O:14]. Procedure: N1-(5-fluoro-2-(1H-pyrrolo[2,3-b]pyridin-3-yl)pyrimidin-4-yl)cyclohexane-1,2-diamine, 16b, (0.009 g, 0.027 mmol) was dissolved in an 8:2 mixture of CH2Cl2/DMF (1 mL) and treated with iPr2NEt (0.019 mL, 0.110 mmol) and methanesulfonyl chloride (0.006 mL, 0.083 mmol). The reaction was stirred at room temperature overnight, concentrated in vacuo and the residue was purified by HPLC with 10%-90% acetonitrile/water with 0.03% TFA to provide compound 337. Reaction SMILES: [F:1][C:2]1[C:3]([NH:17][CH:18]2[CH2:23][CH2:22][CH2:21][CH2:20][CH:19]2[NH2:24])=[N:4][C:5]([C:8]2[C:16]3[C:11](=[N:12][CH:13]=[CH:14][CH:15]=3)[NH:10][CH:9]=2)=[N:6][CH:7]=1.CCN(C(C)C)C(C)C.[CH3:34][S:35](Cl)(=[O:37])=[O:36]>C(Cl)Cl.CN(C=O)C>[F:1][C:2]1[C:3]([NH:17][C@H:18]2[CH2:23][CH2:22][CH2:21][CH2:20][C@H:19]2[NH:24][S:35]([CH3:34])(=[O:37])=[O:36])=[N:4][C:5]([C:8]2[C:16]3[C:11](=[N:12][CH:13]=[CH:14][CH:15]=3)[NH:10][CH:9]=2)=[N:6][CH:7]=1 |f:3.4|. Reactants: FC=1C(=NC(=NC1)C1=CNC2=NC=CC=C21)NC2C(CCCC2)N (N1-(5-fluoro-2-(1H-pyrrolo[2,3-b]pyridin-3-yl)pyrimidin-4-yl)cyclohexane-1,2-diamine), FC=1C(=NC(=NC1)C1=CNC2=NC=CC=C21)NC2C(CCCC2)N (N1-(5-fluoro-2-(1H-pyrrolo[2,3-b]pyridin-3-yl)pyrimidin-4-yl)cyclohexane-1,2-diamine), CCN(C(C)C)C(C)C (iPr2NEt), CS(=O)(=O)Cl (methanesulfonyl chloride). Conditions: time 8 hour. The solvent is C(Cl)Cl.CN(C)C=O (CH2Cl2 DMF). Yields the product FC=1C(=NC(=NC1)C1=CNC2=NC=CC=C21)N[C@@H]2[C@@H](CCCC2)NS(=O)(=O)C (N-[cis-2-[[5-fluoro-2-(1H-pyrrolo[2,3-b]pyridin-3-yl)pyrimidin-4-yl]amino]cyclohexyl]methanesulfonamide). Starting materials: C1=C(C=CC2=CC=CC=C12)COC=1C=C(C(=O)NNC(C2=CC=CC=C2)=O)C=C(C1)[N+](=O)[O-] (1-{3-[(2-naphthyl)methoxy]-5-nitrobenzoyl}-2-benzoylhydrazine), CCO (EtOH). Reaction conditions: time 1.5 hour. Reaction SMILES: C1C2C(=CC=CC=2)C=CC=1C[O:12][C:13]1[CH:14]=[C:15]([CH:28]=[C:29]([N+:31]([O-])=O)[CH:30]=1)[C:16]([NH:18][NH:19][C:20](=[O:27])[C:21]1[CH:26]=[CH:25][CH:24]=[CH:23][CH:22]=1)=[O:17].CCO>[Pd].CN(C=O)C>[OH:12][C:13]1[CH:14]=[C:15]([CH:28]=[C:29]([NH2:31])[CH:30]=1)[C:16]([NH:18][NH:19][C:20](=[O:27])[C:21]1[CH:26]=[CH:25][CH:24]=[CH:23][CH:22]=1)=[O:17]. Reported procedure: A mixture of 1-{3-[(2-naphthyl)methoxy]-5-nitrobenzoyl}-2-benzoylhydrazine (0.34 g, 0.77 mmol), Pd/C (10%, 0.35 g), EtOH (10 mL), and DMF (10 mL) was hydrogenated in Parr apparatus (H2 pressure—30 psi) at room temperature for 1.5 h. Catalyst was filtered off, and filtrate concentrated in vacuo to give a slurry of white needles, which were filtered and washed with EtOH (3×25 mL). Yield 0.20 g (96%). 1H NMR (DMSO-d6, 400 MHz), δ: 10.37 (s, 1H); 10.12 (s, 1H); 9.20 (s, 1H); 7.91 (d, J=7.0 Hz, 2H); ... The product is OC=1C=C(C(=O)NNC(C2=CC=CC=C2)=O)C=C(C1)N (1-(3-hydroxy-5-aminobenzoyl)-2-benzoylhydrazine). Reagents/catalysts: [Pd] (Pd/C). Run in CN(C)C=O (DMF). Reported procedure: The title compound was prepared following procedure described for intermediate A1 step a), but starting from N-(5-bromo[1,2,4]triazolo[1,5-a]pyridin-2-yl)benzamide ((B1), 75 mg; 0.24 mmol; 1.0 eq.) and 2-furanboronic acid (53 mg; 0.47 mmol; 2.0 eq.). Purification by flash chromatography on silica (EtOAc/c-Hex, 45:55) gave the title compound as an off-white powder (19 mg, 26%). HPLC, Rt: 3.24 min. (purity 97.9%). LC/MS, M+(ESI): 305.3, M−(ESI): 303.2. The product is O1C(=CC=C1)C1=CC=CC=2N1N=C(N2)NC(C2=CC=CC=C2)=O (N-[5-(2-furyl)[1,2,4]triazolo[1,5-a]pyridin-2-yl]benzamide). Yield: 26.0%. The reactants are intermediate A1, BrC1=CC=CC=2N1N=C(N2)NC(C2=CC=CC=C2)=O (N-(5-bromo[1,2,4]triazolo[1,5-a]pyridin-2-yl)benzamide), O1C(=CC=C1)B(O)O (2-furanboronic acid). As a reaction SMILES: Br[C:2]1[N:7]2[N:8]=[C:9]([NH:11][C:12](=[O:19])[C:13]3[CH:18]=[CH:17][CH:16]=[CH:15][CH:14]=3)[N:10]=[C:6]2[CH:5]=[CH:4][CH:3]=1.[O:20]1[CH:24]=[CH:23][CH:22]=[C:21]1B(O)O>>[O:20]1[CH:24]=[CH:23][CH:22]=[C:21]1[C:2]1[N:7]2[N:8]=[C:9]([NH:11][C:12](=[O:19])[C:13]3[CH:18]=[CH:17][CH:16]=[CH:15][CH:14]=3)[N:10]=[C:6]2[CH:5]=[CH:4][CH:3]=1. Reactants: BrCc1ccccc1, CC(C)(C)C(=O)SCC1CCCCCCCSCC(C(=O)O)NC1=O, O=C([O-])[O-], CN(C)C=O, [Cs+], [Cs+], O. Product: CC(C)(C)C(=O)SCC1CCCCCCCSCC(C(=O)OCc2ccccc2)NC1=O. As a reaction SMILES: [Br:32][CH2:33][c:34]1[cH:35][cH:36][cH:37][cH:38][cH:39]1.[C:1]([C:2]([CH3:3])([CH3:4])[CH3:5])(=[O:6])[S:7][CH2:8][CH:9]1[C:10](=[O:25])[NH:11][CH:12]([C:22](=[O:23])[OH:24])[CH2:13][S:14][CH2:15][CH2:16][CH2:17][CH2:18][CH2:19][CH2:20][CH2:21]1.[C:26](=[O:27])([O-:28])[O-:29].[CH3:41][N:42]([CH3:43])[CH:44]=[O:45].[Cs+:30].[Cs+:31].[OH2:40]>>[C:1]([C:2]([CH3:3])([CH3:4])[CH3:5])(=[O:6])[S:7][CH2:8][CH:9]1[C:10](=[O:25])[NH:11][CH:12]([C:22](=[O:23])[O:24][CH2:33][c:34]2[cH:35][cH:36][cH:37][cH:38][cH:39]2)[CH2:13][S:14][CH2:15][CH2:16][CH2:17][CH2:18][CH2:19][CH2:20][CH2:21]1. Reactants: N(=O)[O-].[Na+] (sodium nitrite), NCC(=O)O (Glycine), COC(CNC1=CC(=CC=C1)CCC)=O (N-(3-Propylphenyl)glycine methyl ester). Reagents/catalysts: [Zn] (zinc). Run in O (water), O (water), C(C)(=O)O (acetic acid), O (water). Reaction conditions: temperature 0 celsius, time 1 hour. Yields the product C(CC)C=1C=C(C=CC1)N(N)CC(=O)OC (Methyl [1-(3-propylphenyl)hydrazino]acetate). Isolated yield 13.0%. Reaction SMILES: [NH2:1]CC(O)=O.[CH3:6][O:7][C:8](=[O:20])[CH2:9][NH:10][C:11]1[CH:16]=[CH:15][CH:14]=[C:13]([CH2:17][CH2:18][CH3:19])[CH:12]=1.N([O-])=O.[Na+]>C(O)(=O)C.O.[Zn]>[CH2:17]([C:13]1[CH:12]=[C:11]([N:10]([CH2:9][C:8]([O:7][CH3:6])=[O:20])[NH2:1])[CH:16]=[CH:15][CH:14]=1)[CH2:18][CH3:19] |f:2.3|. Procedure details: Glycine (Intermediate 32, 10 g, 48 mmol) was dissolved in acetic acid (50 ml) and water (5 ml). The solution was cooled to 0° C. and sodium nitrite (3.67 g, 53 mmol) in water (10 ml) was added such that the temperature did not rise above 5° C. The yellow solution turned red then brown, and was stirred at 0° C. for 1 h. The mixture was cooled to -5° C. and zinc powder (12.6 g, 193 mmol) was added very slowly such that the temperature did not rise above 0° C. The mixture was stirred at 0° C. for 5...